From a dataset of the Open Reaction Database (ORD), a public repository of structured organic reaction records. describe an organic reaction: reactants, conditions, products, and yield Starting materials: [OH-].[Na+] (sodium hydroxide), COC(C1=CC=C(C=C1)C(=O)N1CCN(CC1)C1=NC=CC=C1N)=O (4-[1-(3-Amino-2-pyridyl)piperazin4-yl-carbonyl]benzoic acid methyl ester), CC(=O)C (acetone), C(#N)[BH3-].[Na+] (sodium cyanoborohydride). Run in CO (methanol), C(C)(=O)O (acetic acid), O (water). Run at temperature 10 celsius, time 4 hour. The product is COC(C1=CC=C(C=C1)C(=O)N1CCN(CC1)C1=NC=CC=C1NC(C)C)=O (4-[1-[3-(isopropylamino)-2-pyridyl]piperazin-4-yl-carbonyl]benzoic acid methyl ester). Isolated yield 78.0%. Reaction SMILES: [CH3:1][O:2][C:3](=[O:25])[C:4]1[CH:9]=[CH:8][C:7]([C:10]([N:12]2[CH2:17][CH2:16][N:15]([C:18]3[C:23]([NH2:24])=[CH:22][CH:21]=[CH:20][N:19]=3)[CH2:14][CH2:13]2)=[O:11])=[CH:6][CH:5]=1.[CH3:26][C:27]([CH3:29])=O.C([BH3-])#N.[Na+].[OH-].[Na+]>CO.O.C(O)(=O)C>[CH3:1][O:2][C:3](=[O:25])[C:4]1[CH:9]=[CH:8][C:7]([C:10]([N:12]2[CH2:13][CH2:14][N:15]([C:18]3[C:23]([NH:24][CH:27]([CH3:29])[CH3:26])=[CH:22][CH:21]=[CH:20][N:19]=3)[CH2:16][CH2:17]2)=[O:11])=[CH:6][CH:5]=1 |f:2.3,4.5|. Reported procedure: 4-[1-(3-Amino-2-pyridyl)piperazin4-yl-carbonyl]benzoic acid methyl ester (4 g) was dissolved in methanol (90 ml) and then, acetone (2 ml), acetic acid (5 ml) and sodium cyanoborohydride (2.4 g) were added at 10° C. in order. The reaction mixture was stirred at 10° C. for 4 hours and heated to 20~25° C. and stirred for 1 hour. The solution was neutralized (pH=~8) by addition of aqueous 3N-sodium hydroxide, and excess of water was added gradually for precipitation. The mixture was stirred for 1 ho... The reactants are CSCc1cc(C(C)(C)C)cc(Cl)c1N, CO. The product is Cc1cc(C(C)(C)C)cc(Cl)c1N. As a reaction SMILES: [C:1]([CH3:2])([CH3:3])([CH3:4])[c:5]1[cH:6][c:7]([Cl:15])[c:8]([NH2:9])[c:10]([CH2:12][S:13][CH3:14])[cH:11]1.[CH3:16][OH:17]>>[C:1]([CH3:2])([CH3:3])([CH3:4])[c:5]1[cH:6][c:7]([Cl:15])[c:8]([NH2:9])[c:10]([CH3:12])[cH:11]1. Reactants: [BH4-], Cn1c2c(c3cc(O)ccc31)CCC2=NCc1ccccc1, CO, CC(C)O, [Na+], O. The product is Cn1c2c(c3cc(O)ccc31)CCC2NCc1ccccc1. RXN SMILES: [BH4-:29].[CH3:1][n:2]1[c:3]2[c:4]([c:5]3[cH:6][c:7]([OH:11])[cH:8][cH:9][c:10]13)[CH2:12][CH2:13][C:14]2=[N:15][CH2:16][c:17]1[cH:18][cH:19][cH:20][cH:21][cH:22]1.[CH3:27][OH:28].[CH:23]([OH:24])([CH3:25])[CH3:26].[Na+:30].[OH2:31]>>[CH3:1][n:2]1[c:3]2[c:4]([c:5]3[cH:6][c:7]([OH:11])[cH:8][cH:9][c:10]13)[CH2:12][CH2:13][CH:14]2[NH:15][CH2:16][c:17]1[cH:18][cH:19][cH:20][cH:21][cH:22]1. The reactants are CS(=O)C (dimethylsulfoxide), ClC1=C(C=2C(C3=CC=CC=C3C(C2C(=C1)N)=O)=O)N (2-chloro-1,4-diamino anthraquinone), [OH-].[Na+] (sodium hydroxide), O (water), O (water). Yields the product OCCC1=CC=C(OC2=C(C=3C(C4=CC=CC=C4C(C3C(=C2)N)=O)=O)N)C=C1 (2-(p-hydroxy ethyl phenoxy)-1,4-diamino anthraquinone). Yield: 24.0%. RXN SMILES: CS(C)=O.Cl[C:6]1[CH:19]=[C:18]([NH2:20])[C:17]2[C:16](=[O:21])[C:15]3[C:10](=[CH:11][CH:12]=[CH:13][CH:14]=3)[C:9](=[O:22])[C:8]=2[C:7]=1[NH2:23].[OH-:24].[Na+].[OH2:26]>>[OH:24][CH2:10][CH2:9][C:8]1[CH:17]=[CH:18][C:19]([O:26][C:6]2[CH:19]=[C:18]([NH2:20])[C:17]3[C:16](=[O:21])[C:15]4[C:10](=[CH:11][CH:12]=[CH:13][CH:14]=4)[C:9](=[O:22])[C:8]=3[C:7]=2[NH2:23])=[CH:6][CH:7]=1 |f:2.3|. Procedure details: A solution of dimethylsulfoxide (50 ml), water (5.0 ml), 2-chloro-1,4-diamino anthraquinone (5.0 g) and sodium hydroxide (1.0 g) is heated to 100° C. for 4 hours. The mixture is cooled and diluted with water until a precipitate forms. The precipitate is collected, washed, dried and recrystallized from carbon tetrachloride. The yield is 24 percent 2-(p-hydroxy ethyl phenoxy)-1,4-diamino anthraquinone with a melting point of 224° C. to 227° C. The product is BrC1=CC2=C(OCCC3=C2SC(=C3)C3=NN=CN3C3=C(C=C(C=C3)F)F)C=C1 (3-(9-bromo-4,5-dihydrobenzo[b]thieno[2,3-d]oxepin-2-yl)-4-(2,4-difluorophenyl)-4H-1,2,4-triazole). Procedure: A mixture of 9-bromo-4,5-dihydro-6-oxa-1-thia-benzo[e]azulene-2-carboxylic acid amide (340 mg), dimethylformamide dimethyl acetal (3 ml) and toluene (2.5 mL) was heated to 100° C. for 16 hours. The solvent was then reduced in vacuo and dissolved in acetic acid (3 ml) and water (0.3 mL) and to this was added 2,4-difluorophenylhydrazine hydrochloride (265 mg). The reaction mixture was heated to 100° C. for 3 hours. The reaction mixture was then cooled, and then diluted with dichloromethane, washed... Run at temperature 100 celsius. Reaction SMILES: [Br:1][C:2]1[CH:3]=[CH:4][C:5]2[O:14][CH2:13][CH2:12][C:11]3[CH:10]=[C:9]([C:15]([NH2:17])=O)[S:8][C:7]=3[C:6]=2[CH:18]=1.CO[CH:21](OC)[N:22](C)C.C1(C)C=CC=CC=1.Cl.[F:35][C:36]1[CH:41]=[C:40]([F:42])[CH:39]=[CH:38][C:37]=1[NH:43]N>C(O)(=O)C.ClCCl.O>[Br:1][C:2]1[CH:3]=[CH:4][C:5]2[O:14][CH2:13][CH2:12][C:11]3[CH:10]=[C:9]([C:15]4[N:43]([C:37]5[CH:38]=[CH:39][C:40]([F:42])=[CH:41][C:36]=5[F:35])[CH:21]=[N:22][N:17]=4)[S:8][C:7]=3[C:6]=2[CH:18]=1 |f:3.4|. Solvent: O (water), C(C)(=O)O (acetic acid), ClCCl (dichloromethane). Starting materials: Cl.FC1=C(C=CC(=C1)F)NN (2,4-difluorophenylhydrazine hydrochloride), BrC=1C=CC2=C(C=3SC(=CC3CCO2)C(=O)N)C1 (9-bromo-4,5-dihydro-6-oxa-1-thia-benzo[e]azulene-2-carboxylic acid amide), COC(N(C)C)OC (dimethylformamide dimethyl acetal), C1(=CC=CC=C1)C (toluene). Starting materials: [Ag+], COC=C(C(=O)OC)c1ccccc1CBr, CC(C)=O, O=[N+]([O-])[O-], O. Product: COC=C(C(=O)OC)c1ccccc1CO. RXN SMILES: [Ag+:26].[Br:1][CH2:2][c:3]1[c:4]([C:9]([C:10](=[O:11])[O:12][CH3:13])=[CH:14][O:15][CH3:16])[cH:5][cH:6][cH:7][cH:8]1.[CH3:17][C:18]([CH3:19])=[O:20].[N+:22]([O-:23])([O-:24])=[O:25].[OH2:21]>>[CH2:2]([c:3]1[c:4]([C:9]([C:10](=[O:11])[O:12][CH3:13])=[CH:14][O:15][CH3:16])[cH:5][cH:6][cH:7][cH:8]1)[OH:20]. Reactants: ClC1=CC=C(S1)B(O)O (5-chlorothiophen-2-boronic acid), OC(C)(C)C(C)(C)O (pinacol). Product: ClC1=CC=C(S1)B1OC(C(O1)(C)C)(C)C (2-(5-Chlorothiophen-2-yl)-4,4,5,5-tetramethyl-[1,3,2]dioxaborolane). Yield: 50.0%. Reaction SMILES: [Cl:1][C:2]1[S:6][C:5]([B:7]([OH:9])[OH:8])=[CH:4][CH:3]=1.O[C:11]([C:14](O)([CH3:16])[CH3:15])([CH3:13])[CH3:12]>>[Cl:1][C:2]1[S:6][C:5]([B:7]2[O:9][C:14]([CH3:16])([CH3:15])[C:11]([CH3:13])([CH3:12])[O:8]2)=[CH:4][CH:3]=1. Procedure details: The title compound (50%, oil) was prepared from 5-chlorothiophen-2-boronic acid and pinacol. Reactants: CC(C)=O, O=C(Cl)c1ccc(Cl)cc1, Nc1ccc(CC(=O)O)cc1, [Na+], [OH-], O. Yields the product O=C(O)Cc1ccc(NC(=O)c2ccc(Cl)cc2)cc1. RXN SMILES: [CH3:24][C:25](=[O:26])[CH3:27].[Cl:12][C:13](=[O:14])[c:15]1[cH:16][cH:17][c:18]([Cl:19])[cH:20][cH:21]1.[NH2:1][c:2]1[cH:3][cH:4][c:5]([CH2:8][C:9](=[O:10])[OH:11])[cH:6][cH:7]1.[Na+:23].[OH-:22].[OH2:28]>>[NH:1]([c:2]1[cH:3][cH:4][c:5]([CH2:8][C:9](=[O:10])[OH:11])[cH:6][cH:7]1)[C:13](=[O:14])[c:15]1[cH:16][cH:17][c:18]([Cl:19])[cH:20][cH:21]1. As a reaction SMILES: [CH2:1]([CH3:2])[c:3]1[o:4][c:5]([NH2:13])[c:6]([C:8](=[O:9])[O:10][CH2:11][CH3:12])[n:7]1.[CH3:27][C:28]#[N:29].[F:14][c:15]1[c:16]([C:17](=[O:18])[N:19]=[C:20]=[O:21])[c:22]([F:26])[cH:23][cH:24][cH:25]1>>[CH2:1]([CH3:2])[c:3]1[o:4][c:5]([NH:13][C:20]([NH:19][C:17]([c:16]2[c:15]([F:14])[cH:25][cH:24][cH:23][c:22]2[F:26])=[O:18])=[O:21])[c:6]([C:8](=[O:9])[O:10][CH2:11][CH3:12])[n:7]1. The product is CCOC(=O)c1nc(CC)oc1NC(=O)NC(=O)c1c(F)cccc1F. Starting materials: CCOC(=O)c1nc(CC)oc1N, CC#N, O=C=NC(=O)c1c(F)cccc1F.